From a dataset of the Open Reaction Database (ORD), a public repository of structured organic reaction records. describe an organic reaction: reactants, conditions, products, and yield The reactants are CCO, CC(=O)C1(Cl)CC1, O=Cc1ccc(Cl)cc1, [Na+], [OH-], O. Yields the product O=C(C=Cc1ccc(Cl)cc1)C1(Cl)CC1. Reaction SMILES: [CH3:20][CH2:21][OH:22].[CH3:4][C:5](=[O:6])[C:7]1([Cl:10])[CH2:8][CH2:9]1.[Cl:11][c:12]1[cH:13][cH:14][c:15]([CH:16]=[O:17])[cH:18][cH:19]1.[Na+:3].[OH-:2].[OH2:1]>>[CH:4]([C:5](=[O:6])[C:7]1([Cl:10])[CH2:8][CH2:9]1)=[CH:16][c:15]1[cH:14][cH:13][c:12]([Cl:11])[cH:19][cH:18]1. The reactants are COC(=O)CBr, N#Cc1ccc(NCC(F)(F)F)cc1C(F)(F)F. Yields the product COC(=O)CN(CC(F)(F)F)c1ccc(C#N)c(C(F)(F)F)c1. RXN SMILES: [Br:19][CH2:20][C:21](=[O:22])[O:23][CH3:24].[F:1][C:2]([CH2:3][NH:4][c:5]1[cH:6][c:7]([C:13]([F:14])([F:15])[F:16])[c:8]([C:9]#[N:10])[cH:11][cH:12]1)([F:17])[F:18]>>[F:1][C:2]([CH2:3][N:4]([c:5]1[cH:6][c:7]([C:13]([F:14])([F:15])[F:16])[c:8]([C:9]#[N:10])[cH:11][cH:12]1)[CH2:20][C:21](=[O:22])[O:23][CH3:24])([F:17])[F:18]. Starting materials: FC(F)(F)C(c1ccc(Br)cc1)C(F)(F)F, CCCCC([Sn])=C(CCCC)CCCC, COCCOCCOC, Cc1ccccc1, [Cl-], [Li+]. The product is C=Cc1ccc(C(C(F)(F)F)C(F)(F)F)cc1. As a reaction SMILES: [Br:1][c:2]1[cH:3][cH:4][c:5]([CH:8]([C:9]([F:10])([F:11])[F:12])[C:13]([F:14])([F:15])[F:16])[cH:6][cH:7]1.[CH2:28]([C:29]([Sn:30])=[C:31]([CH2:32][CH2:33][CH2:34][CH3:35])[CH2:36][CH2:37][CH2:38][CH3:39])[CH2:40][CH2:41][CH3:42].[CH3:17][O:18][CH2:19][CH2:20][O:21][CH2:22][CH2:23][O:24][CH3:25].[CH3:43][c:44]1[cH:45][cH:46][cH:47][cH:48][cH:49]1.[Cl-:26].[Li+:27]>>[c:2]1([CH:19]=[CH2:20])[cH:3][cH:4][c:5]([CH:8]([C:9]([F:10])([F:11])[F:12])[C:13]([F:14])([F:15])[F:16])[cH:6][cH:7]1. The reactants are C#CCO, Cn1cc(C(=O)NCc2ccc(Cl)cc2)c(=O)c2sc(I)cc21, CN(C)C=O. Product: Cn1cc(C(=O)NCc2ccc(Cl)cc2)c(=O)c2sc(C#CCO)cc21. As a reaction SMILES: [CH2:24]([C:25]#[CH:26])[OH:27].[Cl:1][c:2]1[cH:3][cH:4][c:5]([CH2:6][NH:7][C:8](=[O:9])[c:10]2[c:11](=[O:21])[c:12]3[c:13]([n:14]([CH3:16])[cH:15]2)[cH:17][c:18]([I:20])[s:19]3)[cH:22][cH:23]1.[O:28]=[CH:29][N:30]([CH3:31])[CH3:32]>>[Cl:1][c:2]1[cH:3][cH:4][c:5]([CH2:6][NH:7][C:8](=[O:9])[c:10]2[c:11](=[O:21])[c:12]3[c:13]([n:14]([CH3:16])[cH:15]2)[cH:17][c:18]([C:26]#[C:25][CH2:24][OH:27])[s:19]3)[cH:22][cH:23]1. Reactants: [H-].[Na+] (sodium hydride), ClC1=NC=C(C=C1)C(C1=CC(=C(C=C1)OC)OC)=O (2-chloro-5-(3,4-dimethoxybenzoyl)pyridine), ClC1=C(C=CC=C1)O (2-chlorophenol), ice water, [H][H] (hydrogen). Run in CN(C=O)C (dimethylformamide), CN(C=O)C (dimethyl formamide). Run at temperature 80 celsius. Product: ClC1=C(OC2=NC=C(C=C2)C(C2=CC(=C(C=C2)OC)OC)=O)C=CC=C1 (2-(2-chlorophenoxy)-5-(3,4-dimethoxybenzoyl)pyridine). The yield is 82.6%. RXN SMILES: [H-].[Na+].[Cl:3][C:4]1[CH:9]=[CH:8][CH:7]=[CH:6][C:5]=1[OH:10].[H][H].Cl[C:14]1[CH:19]=[CH:18][C:17]([C:20](=[O:31])[C:21]2[CH:26]=[CH:25][C:24]([O:27][CH3:28])=[C:23]([O:29][CH3:30])[CH:22]=2)=[CH:16][N:15]=1>CN(C)C=O>[Cl:3][C:4]1[CH:9]=[CH:8][CH:7]=[CH:6][C:5]=1[O:10][C:14]1[CH:19]=[CH:18][C:17]([C:20](=[O:31])[C:21]2[CH:26]=[CH:25][C:24]([O:27][CH3:28])=[C:23]([O:29][CH3:30])[CH:22]=2)=[CH:16][N:15]=1 |f:0.1|. Procedure: In dimethyl formamide (10 ml) was suspended 60% sodium hydride (dispersion in paraffin) (288 mg), to which was added dropwise a solution of 2-chlorophenol (926 mg) in dimethylformamide. When exothermic reaction and evolution of hydrogen gas ceased, 2-chloro-5-(3,4-dimethoxybenzoyl)pyridine (1 g) was added to the reaction mixture, followed by stirring for hours at 80° C. The reaction mixture was poured into ice-water, then precipitating substance was collected by filtration, and purified by means... Reactants: C(C)(C)(C)OC(C1=CC=C(C=C1)Br)=O (4-Bromobenzoic acid tert.-butyl ester), CC(C)(C#C)O (2-methyl-3-butyn-2-ol). The reagents and catalysts are Cl[Pd]([P](C1=CC=CC=C1)(C2=CC=CC=C2)C3=CC=CC=C3)([P](C4=CC=CC=C4)(C5=CC=CC=C5)C6=CC=CC=C6)Cl ((Ph3P)2PdCl2). Run in C(C)#N (acetonitrile), C(C)N(CC)CC (triethylamine). The product is C(=O)(OC(C)(C)C)C1=CC=C(C=C1)C#CC(C)(O)C (4-(4-Carbo-tert.-butoxyphenyl)-2-methyl-3-butyn-2-ol). The yield is 71.1%. As a reaction SMILES: [C:1]([O:5][C:6](=[O:14])[C:7]1[CH:12]=[CH:11][C:10](Br)=[CH:9][CH:8]=1)([CH3:4])([CH3:3])[CH3:2].[CH3:15][C:16]([OH:20])([C:18]#[CH:19])[CH3:17]>C(#N)C.C(N(CC)CC)C.Cl[Pd](Cl)([P](C1C=CC=CC=1)(C1C=CC=CC=1)C1C=CC=CC=1)[P](C1C=CC=CC=1)(C1C=CC=CC=1)C1C=CC=CC=1>[C:6]([C:7]1[CH:12]=[CH:11][C:10]([C:19]#[C:18][C:16]([CH3:17])([OH:20])[CH3:15])=[CH:9][CH:8]=1)([O:5][C:1]([CH3:4])([CH3:3])[CH3:2])=[O:14] |^1:33,52|. Procedure: 257.1 g of 4-Bromobenzoic acid tert.-butyl ester, 168 g of 2-methyl-3-butyn-2-ol and 15.6 g of (Ph3P)2PdCl2 in 1.5 l of absolute acetonitrile and 480 ml of triethylamine are stirred together at reflux for 6 hours under nitrogen. The product is then concentrated by evaporation and worked up with toluene/H2O to yield 185 g of an oil which slowly crystallises.